Dataset: the Open Reaction Database (ORD), a public repository of structured organic reaction records. Task: describe an organic reaction: reactants, conditions, products, and yield Starting materials: C(C#C)C1CCN(CC1)C(=O)OC1=CC=C(C=C1)C(=O)OC (4-(methoxycarbonyl)phenyl 4-(prop-2-ynyl)piperidine-1-carboxylate), IC=1N=C(C=2N=CN([C@H]3[C@H](O)[C@H](O)[C@@H](CO)O3)C2N1)N (2-iodoadenosine). Yields the product COC(=O)C1=CC=C(OC(=O)N2CCC(CC2)CC#CC=2N=C(C=3N=CN([C@H]4[C@H](O)[C@H](O)[C@@H](CO)O4)C3N2)N)C=C1 (2-{3-[1-((4-Methoxycarbonylphenoxy)carbonyl)piperidin-4-yl]propyn-1-yl}adenosine). As a reaction SMILES: [CH2:1]([CH:4]1[CH2:9][CH2:8][N:7]([C:10]([O:12][C:13]2[CH:18]=[CH:17][C:16]([C:19]([O:21][CH3:22])=[O:20])=[CH:15][CH:14]=2)=[O:11])[CH2:6][CH2:5]1)[C:2]#[CH:3].I[C:24]1[N:25]=[C:26]([NH2:42])[C:27]2[N:28]=[CH:29][N:30]([C:40]=2[N:41]=1)[C@@H:31]1[O:39][C@H:36]([CH2:37][OH:38])[C@@H:34]([OH:35])[C@H:32]1[OH:33]>>[CH3:22][O:21][C:19]([C:16]1[CH:15]=[CH:14][C:13]([O:12][C:10]([N:7]2[CH2:8][CH2:9][CH:4]([CH2:1][C:2]#[C:3][C:24]3[N:25]=[C:26]([NH2:42])[C:27]4[N:28]=[CH:29][N:30]([C:40]=4[N:41]=3)[C@@H:31]3[O:39][C@H:36]([CH2:37][OH:38])[C@@H:34]([OH:35])[C@H:32]3[OH:33])[CH2:5][CH2:6]2)=[O:11])=[CH:18][CH:17]=1)=[O:20]. Procedure details: Batch: AB-9-151. 4-(methoxycarbonyl)phenyl 4-(prop-2-ynyl)piperidine-1-carboxylate, batch JR28-85 (0.670 g, 2.223 mmol) was added to a solution of 2-iodoadenosine (0.675 g, 1.717 mmol) according to general procedure 2. Yield: 0.648 g, 67%. 1H NMR (CD3OD) δ 8.30 (s, 1H), 8.04-7.20 (2×m, 4H), 5.94 (d, 1H), 4.69 (m, 2H), 4.32-3.71 (4×m, 8H), 3.91-2.71 (2×d, 2H), 3.16-2.90 (2×bt, 4H), 2.48 (d, 5H), 1.98-1.45 (2×m, 5H). m/z MH+=567.14. HPLC rt=7.9 min. The reactants are CCCc1cc(CCC)c(-c2ccccc2P(C(C)(C)C)C(C)(C)C)c(CCC)c1, CC(=O)[O-], CC(=O)[O-], COc1cc2ncc(F)c(Cl)c2cc1OC, [K+], [K+], [K+], CN(C)C=O, O=C(O)c1cccc2cc(O)ccc12, O=P([O-])([O-])[O-], [Pd+2]. Product: COc1cc2ncc(F)c(Oc3ccc4c(C(=O)O)cccc4c3)c2cc1OC. As a reaction SMILES: [C:31]([P:32]([C:33]([CH3:34])([CH3:35])[CH3:36])[c:37]1[cH:38][cH:39][cH:40][cH:41][c:42]1-[c:43]1[c:44]([CH2:45][CH2:46][CH3:47])[cH:48][c:49]([CH2:50][CH2:51][CH3:52])[cH:53][c:54]1[CH2:55][CH2:56][CH3:57])([CH3:58])([CH3:59])[CH3:60].[C:69]([O-:70])(=[O:71])[CH3:72].[C:74]([O-:75])(=[O:76])[CH3:77].[Cl:1][c:2]1[c:3]([F:16])[cH:4][n:5][c:6]2[cH:7][c:8]([O:14][CH3:15])[c:9]([O:12][CH3:13])[cH:10][c:11]12.[K+:66].[K+:67].[K+:68].[O:78]=[CH:79][N:80]([CH3:81])[CH3:82].[OH:17][c:18]1[cH:19][c:20]2[cH:21][cH:22][cH:23][c:24]([C:28](=[O:29])[OH:30])[c:25]2[cH:26][cH:27]1.[P:61]([O-:62])([O-:63])([O-:64])=[O:65].[Pd+2:73]>>[c:2]1([O:17][c:18]2[cH:19][c:20]3[cH:21][cH:22][cH:23][c:24]([C:28](=[O:29])[OH:30])[c:25]3[cH:26][cH:27]2)[c:3]([F:16])[cH:4][n:5][c:6]2[cH:7][c:8]([O:14][CH3:15])[c:9]([O:12][CH3:13])[cH:10][c:11]12. Reactants: C(C1=CC=CC=C1)NC1CCN(CC1)C1CC1 (N-benzyl-1-cyclopropyl-piperidin-4-amine), C(C1=CC=CC=C1)NC1CCN(CC1)C1CC1 (N-benzyl-1-cyclopropyl-piperidin-4-amine). The reagents and catalysts are [Pd] (Palladium on Carbon). Solvent: CO (Methanol). Conditions: temperature 30 celsius, time 16 hour. Product: C1(CC1)N1CCC(CC1)N (1-cyclopropylpiperidin-4-amine). RXN SMILES: C([NH:8][CH:9]1[CH2:14][CH2:13][N:12]([CH:15]2[CH2:17][CH2:16]2)[CH2:11][CH2:10]1)C1C=CC=CC=1>[Pd].CO>[CH:15]1([N:12]2[CH2:13][CH2:14][CH:9]([NH2:8])[CH2:10][CH2:11]2)[CH2:17][CH2:16]1. Procedure details: N-benzyl-1-cyclopropyl-piperidin-4-amine (Intermediate 25; 2.3 g 10 mmol), 10% Palladium on Carbon (230 mg) and Methanol (230 mL) were combined and heated with stirring at 30° C. under Hydrogen at 5 bar pressure for 16 hours. Starting materials: [BH4-], CCCCCC=CCC=CCCCCCCCCOc1ccc(C=O)cc1OCCCCCCCCC=CCC=CCCCCC, CNC, CCO, CC(C)[O-], CC(C)[O-], CC(C)[O-], CC(C)[O-], ClCCl, Cl, N, [Na+], [Ti+4]. Product: CCCCCC=CCC=CCCCCCCCCOc1ccc(CN(C)C)cc1OCCCCCCCCC=CCC=CCCCCC. As a reaction SMILES: [BH4-:51].[CH2:5]([CH2:6][CH2:7][CH2:8][CH2:9][CH2:10][CH2:11][CH2:12][CH:13]=[CH:14][CH2:15][CH:16]=[CH:17][CH2:18][CH2:19][CH2:20][CH2:21][CH3:22])[O:23][c:24]1[cH:25][c:26]([CH:27]=[O:28])[cH:29][cH:30][c:31]1[O:32][CH2:33][CH2:34][CH2:35][CH2:36][CH2:37][CH2:38][CH2:39][CH2:40][CH:41]=[CH:42][CH2:43][CH:44]=[CH:45][CH2:46][CH2:47][CH2:48][CH2:49][CH3:50].[CH3:2][NH:3][CH3:4].[CH3:54][CH2:55][OH:56].[CH3:57][CH:58]([CH3:59])[O-:60].[CH3:61][CH:62]([CH3:63])[O-:64].[CH3:65][CH:66]([CH3:67])[O-:68].[CH3:69][CH:70]([CH3:71])[O-:72].[Cl:74][CH2:75][Cl:76].[ClH:1].[NH3:53].[Na+:52].[Ti+4:73]>>[CH3:2][N:3]([CH3:4])[CH2:27][c:26]1[cH:25][c:24]([O:23][CH2:5][CH2:6][CH2:7][CH2:8][CH2:9][CH2:10][CH2:11][CH2:12][CH:13]=[CH:14][CH2:15][CH:16]=[CH:17][CH2:18][CH2:19][CH2:20][CH2:21][CH3:22])[c:31]([O:32][CH2:33][CH2:34][CH2:35][CH2:36][CH2:37][CH2:38][CH2:39][CH2:40][CH:41]=[CH:42][CH2:43][CH:44]=[CH:45][CH2:46][CH2:47][CH2:48][CH2:49][CH3:50])[cH:30][cH:29]1. Reactants: C(#N)N1CCC(CC1)[C@@H]1[C@@H](C1)CCOC1=C(C=C(C=N1)CC(=O)OC(C)(C)C)C (tert-butyl (6-{2-[(1S,2R)-2-(cyanopiperidin-4-yl)cyclopropyl]ethoxy}-5-methylpyridin-3-yl)acetate), ONC(C(C)C)=N (N-hydroxy-2-methylpropanimidamide), CC=1C=CC(=CC1)S(=O)(=O)O (PTSA). The reagents and catalysts are [Cl-].[Zn+2].[Cl-] (zinc chloride). Solvent: CN(C)C=O (DMF). Reaction conditions: temperature 80 celsius, time 2 hour. Product: C(C)(C)C1=NOC(=N1)N1CCC(CC1)[C@@H]1[C@@H](C1)CCOC1=C(C=C(C=N1)CC(=O)OC(C)(C)C)C (tert-butyl [6-(2-{(1S,2R)-2-[1-(3-isopropyl-1,2,4-oxadiazol-5-yl)piperidin-4-yl]cyclopropyl}ethoxy)-5-methylpyridin-3-yl]acetate). RXN SMILES: [C:1]([N:3]1[CH2:8][CH2:7][CH:6]([C@H:9]2[CH2:11][C@H:10]2[CH2:12][CH2:13][O:14][C:15]2[N:20]=[CH:19][C:18]([CH2:21][C:22]([O:24][C:25]([CH3:28])([CH3:27])[CH3:26])=[O:23])=[CH:17][C:16]=2[CH3:29])[CH2:5][CH2:4]1)#[N:2].[OH:30][NH:31][C:32](=N)[CH:33]([CH3:35])[CH3:34].CC1C=CC(S(O)(=O)=O)=CC=1>CN(C=O)C.[Cl-].[Zn+2].[Cl-]>[CH:33]([C:32]1[N:2]=[C:1]([N:3]2[CH2:4][CH2:5][CH:6]([C@H:9]3[CH2:11][C@H:10]3[CH2:12][CH2:13][O:14][C:15]3[N:20]=[CH:19][C:18]([CH2:21][C:22]([O:24][C:25]([CH3:26])([CH3:28])[CH3:27])=[O:23])=[CH:17][C:16]=3[CH3:29])[CH2:7][CH2:8]2)[O:30][N:31]=1)([CH3:35])[CH3:34] |f:4.5.6|. Procedure: The mixture of tert-butyl (6-{2-[(1S,2R)-2-(cyanopiperidin-4-yl)cyclopropyl]ethoxy}-5-methylpyridin-3-yl)acetate (650 mg, 1.63 mmol), N-hydroxy-2-methylpropanimidamide (1.38 eq., 230 mg) and zinc chloride (1.58 eq., 350 mg) in 5 mL of DMF was stirred 2 hrs at 80° C., then PTSA (1.0 eq, 280 mg) was added and stirred for additional 2 hrs at 85° C. The mixture was cooled to room temperature and then quenched by said aq soln of NaHCO3. The mixture was extracted with EtOAc (2×75 mL), and the combined... Reactants: I(=O)(=O)(=O)[O-].[Na+] (sodium periodate), CCOCC (ether), ClC1=C(C=C(C(=C1)F)N1C(N2C(CSCC2)C1=O)=O)N1C(N(C(N(C1=O)C)=O)CC(=O)OC(C)C)=O (isopropyl 3-{2-chloro-4-fluoro-5-[5,6,8,8a-tetrahydro-1,3-dioxo-1H-imidazo[5,1-c][1,4]-thiazin-2(3H)-yl]phenyl}tetrahydro-5-methyl-2,4,6-trioxo-s-triazine-1(2H)-acetate). Solvent: O (water), C(Cl)Cl (methylene chloride), C(Cl)Cl (methylene chloride), CO (methanol), CO (methanol), C(Cl)Cl (methylene chloride). Conditions: time 8 hour. The product is ClC1=C(C=C(C(=C1)F)N1C(N2C(CS(CC2)=O)C1=O)=O)N1C(N(C(N(C1=O)C)=O)CC(=O)OC(C)C)=O (Isopropyl 3-[2-chloro-4-fluoro-5-(tetrahydro-1,3,7-trioxo-1H-imidazo[5,1-c][1,4]thiazin-2(3H)-yl)phenyl]tetrahydro-5-methyl-2,4,6-trioxo-s-triazine-1(2H)-acetate). Yield: 60.4%. As a reaction SMILES: [Cl:1][C:2]1[CH:7]=[C:6]([F:8])[C:5]([N:9]2[C:17](=[O:18])[CH:12]3[CH2:13][S:14][CH2:15][CH2:16][N:11]3[C:10]2=[O:19])=[CH:4][C:3]=1[N:20]1[C:25](=[O:26])[N:24]([CH3:27])[C:23](=[O:28])[N:22]([CH2:29][C:30]([O:32][CH:33]([CH3:35])[CH3:34])=[O:31])[C:21]1=[O:36].I([O-])(=O)(=O)=[O:38].[Na+].CCOCC>CO.O.C(Cl)Cl>[Cl:1][C:2]1[CH:7]=[C:6]([F:8])[C:5]([N:9]2[C:17](=[O:18])[CH:12]3[CH2:13][S:14](=[O:38])[CH2:15][CH2:16][N:11]3[C:10]2=[O:19])=[CH:4][C:3]=1[N:20]1[C:25](=[O:26])[N:24]([CH3:27])[C:23](=[O:28])[N:22]([CH2:29][C:30]([O:32][CH:33]([CH3:34])[CH3:35])=[O:31])[C:21]1=[O:36] |f:1.2|. Procedure details: A mixture of isopropyl 3-{2-chloro-4-fluoro-5-[5,6,8,8a-tetrahydro-1,3-dioxo-1H-imidazo[5,1-c][1,4]-thiazin-2(3H)-yl]phenyl}tetrahydro-5-methyl-2,4,6-trioxo-s-triazine-1(2H)-acetate (0.95 g, 1.75 mmol) in methanol (10 mL) is added over 15 minutes to a solution of sodium periodate (0.38 g, 1.78 mmol) in water (10 mL) which is previously cooled to 0°-5° C. After the addition is complete, the reaction mixture is stirred at room temperature overnight, diluted with methylene chloride, washed sequenti... Starting materials: [N+](=O)([O-])C1=CC=C(S1)C=O (5-Nitrothiophene-2-carboxaldehyde), COC=1C=C(CC#N)C=CC1OC (3,4-dimethoxybenzyl cyanide). Yields the product COC=1C=C(C=CC1OC)/C(/C#N)=C/C=1SC(=CC1)[N+](=O)[O-] ((Z)-2-(3,4-dimethoxy-phenyl)-3-(5-nitro-thiophen-2-yl)-acrylonitrile). The yield is 8.5%. RXN SMILES: [N+:1]([C:4]1[S:8][C:7]([CH:9]=O)=[CH:6][CH:5]=1)([O-:3])=[O:2].[CH3:11][O:12][C:13]1[CH:14]=[C:15]([CH:19]=[CH:20][C:21]=1[O:22][CH3:23])[CH2:16][C:17]#[N:18]>>[CH3:11][O:12][C:13]1[CH:14]=[C:15](/[C:16](=[CH:9]/[C:7]2[S:8][C:4]([N+:1]([O-:3])=[O:2])=[CH:5][CH:6]=2)/[C:17]#[N:18])[CH:19]=[CH:20][C:21]=1[O:22][CH3:23]. Procedure: 5-Nitrothiophene-2-carboxaldehyde (3.14 g) was condensed with 3,4-dimethoxybenzyl cyanide (3.54 g) through Method A (production step 2), to thereby yield the target product (yield: 540 mg, 8.5%). Starting materials: CC(Cl)OC(=O)Cl, C1CCOC1, Oc1cc2c(c3ccccc13)Nc1ccccc1S2. Yields the product CC(Cl)OC(=O)N1c2ccccc2Sc2cc(O)c3ccccc3c21. Reaction SMILES: [Cl:20][C:21](=[O:22])[O:23][CH:24]([CH3:25])[Cl:26].[O:27]1[CH2:28][CH2:29][CH2:30][CH2:31]1.[OH:1][c:2]1[c:3]2[c:4]([c:5]3[c:14]([cH:15]1)[S:13][c:12]1[c:7]([cH:8][cH:9][cH:10][cH:11]1)[NH:6]3)[cH:16][cH:17][cH:18][cH:19]2>>[OH:1][c:2]1[c:3]2[c:4]([c:5]3[c:14]([cH:15]1)[S:13][c:12]1[c:7]([cH:8][cH:9][cH:10][cH:11]1)[N:6]3[C:21](=[O:22])[O:23][CH:24]([CH3:25])[Cl:26])[cH:16][cH:17][cH:18][cH:19]2. The reactants are 7-[[4-cyanophenyl]methoxy]-4-propanoic acid, N1C(CNC(C2=C1C=CC=C2)=O)=S (3,4-dihydro-1H-1,4-benzodiazepine-2-thione-5-one), ethyl ester, C(Cl)Cl (methylene chloride), CI (methyl iodide), O (water), solution, [OH-].[Na+] (sodium hydroxide). The reagents and catalysts are S(=O)(=O)(O)[O-].C(CCC)[N+](CCCC)(CCCC)CCCC (tetrabutyl ammonium hydrogen sulphate). Conditions: time 5 hour. Product: C1=CN=C2N1C1=C(CN(C2)CCC(=O)O)C=CC=C1 (4H-imidazo[1,2-a][1,4]benzodiazepine-5(6H)-propanoic acid). RXN SMILES: [NH:1]1[C:7]2[CH:8]=[CH:9][CH:10]=[CH:11][C:6]=2[C:5](=O)[NH:4][CH2:3][C:2]1=S.C(Cl)Cl.CI.[OH-:19].[Na+].[OH2:21]>S([O-])(O)(=O)=O.C([N+](CCCC)(CCCC)CCCC)CCC>[CH:3]1[N:1]2[C:7]3[CH:8]=[CH:9][CH:10]=[CH:11][C:6]=3[CH2:5][N:4]([CH2:5][CH2:6][C:7]([OH:21])=[O:19])[CH2:3][C:2]2=[N:1][CH:2]=1 |f:3.4,6.7|. Procedure details: To a biphasic solution of 7-[[4-cyanophenyl]methoxy]-4-propanoic acid, 3,4-dihydro-1H-1,4-benzodiazepine-2-thione-5-one, ethyl ester (1 gram, 2.36 mmol), methylene chloride (10 mL), water (10 mL), methyl iodide (0.2 mL) and a catalytic amount of tetrabutyl ammonium hydrogen sulphate at room temperature with vigorous stirring was added 1.2 mL of a 2N solution of sodium hydroxide. After 16 hours (overnight) the layers were seperated, the aqueous layer was washed 2×60 mL methylene chloride, and the...